Dataset: the Open Reaction Database (ORD), a public repository of structured organic reaction records. Task: describe an organic reaction: reactants, conditions, products, and yield The reactants are BrCCCO (3-bromo-1-propanol), C1(=CC=C(C=C1)P(C1=CC=C(C=C1)C)C1=CC=C(C=C1)C)C (tri-p-tolyl phosphine), P(O)(O)(O)=O (phosphoric acid). The solvent is C1(=CC=CC=C1)C (toluene). Reaction conditions: temperature 40 celsius. Product: [Br-].OCCC[P+](C1=CC=C(C=C1)C)(C1=CC=C(C=C1)C)C1=CC=C(C=C1)C (3-hydroxypropyl tri-p-tolyl Phosphonium Bromide). RXN SMILES: [C:1]1([CH3:22])[CH:6]=[CH:5][C:4]([P:7]([C:15]2[CH:20]=[CH:19][C:18]([CH3:21])=[CH:17][CH:16]=2)[C:8]2[CH:13]=[CH:12][C:11]([CH3:14])=[CH:10][CH:9]=2)=[CH:3][CH:2]=1.[Br:23][CH2:24][CH2:25][CH2:26][OH:27].P(=O)(O)(O)O>C1(C)C=CC=CC=1>[Br-:23].[OH:27][CH2:26][CH2:25][CH2:24][P+:7]([C:4]1[CH:5]=[CH:6][C:1]([CH3:22])=[CH:2][CH:3]=1)([C:15]1[CH:16]=[CH:17][C:18]([CH3:21])=[CH:19][CH:20]=1)[C:8]1[CH:13]=[CH:12][C:11]([CH3:14])=[CH:10][CH:9]=1 |f:4.5|. Procedure: Into a 50 milliliter glass reactor equipped with a thermometer connected to a temperature controller, a heating mantle, a condenser and a magnetic stirring bar, is charged 5.19 gms (0.0171 mole) of tri-p-tolyl phosphine and 23 gms of toluene. The slurry is heated to 40° C., then 2.85 gms (0.0205 mole) of 3-bromo-1-propanol is added. This reaction mass is heated to 40° C. in 1.2 hours, then increased the temperature to 80° C. and maintained at that temperature for 1 hour, then increased the tempe... Reactants: COC(=O)C(O)Cc1ccc(OCCNC(=O)OC(C)(C)C)cc1, BrCc1ccccc1, CCCC[N+](CCCC)(CCCC)CCCC, [H-], [I-]. Yields the product COC(=O)C(Cc1ccc(OCCNC(=O)OC(C)(C)C)cc1)OCc1ccccc1. As a reaction SMILES: [C:1]([CH3:2])([CH3:3])([CH3:4])[O:5][C:6](=[O:7])[NH:8][CH2:9][CH2:10][O:11][c:12]1[cH:13][cH:14][c:15]([CH2:18][CH:19]([C:20](=[O:21])[O:22][CH3:23])[OH:24])[cH:16][cH:17]1.[CH2:25]([c:26]1[cH:27][cH:28][cH:29][cH:30][cH:31]1)[Br:32].[CH2:35]([N+:36]([CH2:37][CH2:38][CH2:39][CH3:40])([CH2:41][CH2:42][CH2:43][CH3:44])[CH2:45][CH2:46][CH2:47][CH3:48])[CH2:49][CH2:50][CH3:51].[H-:33].[I-:34]>>[C:1]([CH3:2])([CH3:3])([CH3:4])[O:5][C:6](=[O:7])[NH:8][CH2:9][CH2:10][O:11][c:12]1[cH:13][cH:14][c:15]([CH2:18][CH:19]([C:20](=[O:21])[O:22][CH3:23])[O:24][CH2:25][c:26]2[cH:27][cH:28][cH:29][cH:30][cH:31]2)[cH:16][cH:17]1. Reactants: Cc1cc([N+](=O)[O-])cc2c1NC(=O)CC2, CCO, [Cl-], NN, O. The product is Cc1cc(N)cc2c1NC(=O)CC2. RXN SMILES: [CH3:1][c:2]1[cH:3][c:4]([N+:13]([O-:14])=[O:15])[cH:5][c:6]2[c:11]1[NH:10][C:9](=[O:12])[CH2:8][CH2:7]2.[CH3:20][CH2:21][OH:22].[Cl-:16].[NH2:18][NH2:19].[OH2:17]>>[CH3:1][c:2]1[cH:3][c:4]([NH2:13])[cH:5][c:6]2[c:11]1[NH:10][C:9](=[O:12])[CH2:8][CH2:7]2. Starting materials: ClC(Cl)Cl, O=S(=O)(O)Cl, O=[N+]([O-])c1ccc(-c2ccccc2)cc1. RXN SMILES: [CH:21]([Cl:22])([Cl:23])[Cl:24].[Cl:16][S:17](=[O:18])(=[O:19])[OH:20].[N+:1](=[O:2])([O-:3])[c:4]1[cH:5][cH:6][c:7](-[c:10]2[cH:11][cH:12][cH:13][cH:14][cH:15]2)[cH:8][cH:9]1>>[N+:1](=[O:2])([O-:3])[c:4]1[cH:5][c:6]([S:17](=[O:18])(=[O:19])[OH:20])[c:7](-[c:10]2[cH:11][cH:12][cH:13][cH:14][cH:15]2)[cH:8][cH:9]1. Yields the product O=[N+]([O-])c1ccc(-c2ccccc2)c(S(=O)(=O)O)c1. The reactants are BrC1=C(C(=C2N1[C@H](CN(C2=O)CC)C)OC)C(=O)OCC (ethyl (4S)-6-bromo-2-ethyl-8-methoxy-4-methyl-1-oxo-1,2,3,4-tetrahydropyrrolo[1,2-a]pyrazin-7-carboxylate), C1(=CC=CC=C1)P(C1=CC=CC=C1)C1=CC=CC=C1 (triphenylphosphine), CN(C)C=O (DMF). Reagents/catalysts: [Zn] (zinc), [C-]#N.[Zn+2].[C-]#N (zinc cyanide), C=1C=CC(=CC1)/C=C/C(=O)/C=C/C2=CC=CC=C2.C=1C=CC(=CC1)/C=C/C(=O)/C=C/C2=CC=CC=C2.C=1C=CC(=CC1)/C=C/C(=O)/C=C/C2=CC=CC=C2.[Pd].[Pd] (tris(dibenzylideneacetone)dipalladium). Conditions: temperature 140 celsius, time 30 minute. The product is C(#N)C1=C(C(=C2N1[C@H](CN(C2=O)CC)C)OC)C(=O)OCC (Ethyl (4S)-6-cyano-2-ethyl-8-methoxy-4-methyl-1-oxo-1,2,3,4-tetrahydropyrrolo[1,2-a]pyrazin-7-carboxylate). RXN SMILES: Br[C:2]1[N:6]2[C@@H:7]([CH3:14])[CH2:8][N:9]([CH2:12][CH3:13])[C:10](=[O:11])[C:5]2=[C:4]([O:15][CH3:16])[C:3]=1[C:17]([O:19][CH2:20][CH3:21])=[O:18].C1(P(C2C=CC=CC=2)C2C=CC=CC=2)C=CC=CC=1.[CH3:41][N:42](C=O)C>[Zn].[C-]#N.[Zn+2].[C-]#N.C1C=CC(/C=C/C(/C=C/C2C=CC=CC=2)=O)=CC=1.C1C=CC(/C=C/C(/C=C/C2C=CC=CC=2)=O)=CC=1.C1C=CC(/C=C/C(/C=C/C2C=CC=CC=2)=O)=CC=1.[Pd].[Pd]>[C:41]([C:2]1[N:6]2[C@@H:7]([CH3:14])[CH2:8][N:9]([CH2:12][CH3:13])[C:10](=[O:11])[C:5]2=[C:4]([O:15][CH3:16])[C:3]=1[C:17]([O:19][CH2:20][CH3:21])=[O:18])#[N:42] |f:4.5.6,7.8.9.10.11|. Reported procedure: To a mixture of ethyl (4S)-6-bromo-2-ethyl-8-methoxy-4-methyl-1-oxo-1,2,3,4-tetrahydropyrrolo[1,2-a]pyrazin-7-carboxylate (4.1 g, 11.41 mmol; Example 62, step 7), zinc dust (0.15 g, 2.28 mmol), zinc cyanide (1.11 g, 9.47 mmol), triphenylphosphine (0.46 g, 1.77 mmol), and tris(dibenzylideneacetone)dipalladium (0) (1.57 g, 1.71 mmol) in anhydrous DMF (10 mL) was purged with argon gas for 15 minutes. The mixture was heated in a sealed tube in an oil bath at 140° C. overnight. The reaction mixture w... Product: Cc1ccc(-c2ccc3c(c2)OC(C)(C)C3)cc1. Starting materials: CC1(C)Cc2ccc(Br)cc2O1, COCCOC, CCOC(C)=O, CCO, Cc1ccc(OB(O)O)cc1, [Na+], [Na+], O=C([O-])[O-], O, c1ccc(P(c2ccccc2)(c2ccccc2)[Pd](P(c2ccccc2)(c2ccccc2)c2ccccc2)(P(c2ccccc2)(c2ccccc2)c2ccccc2)P(c2ccccc2)(c2ccccc2)c2ccccc2)cc1. Reaction SMILES: [Br:21][c:22]1[cH:23][c:24]2[c:25]([cH:31][cH:32]1)[CH2:26][C:27]([CH3:29])([CH3:30])[O:28]2.[CH2:117]([CH2:118][O:119][CH3:120])[O:121][CH3:122].[CH3:110][CH2:111][O:112][C:113](=[O:114])[CH3:115].[CH3:18][CH2:19][OH:20].[CH3:1][c:2]1[cH:3][cH:4][c:5]([O:8][B:9]([OH:10])[OH:11])[cH:6][cH:7]1.[Na+:12].[Na+:13].[O-:14][C:15](=[O:16])[O-:17].[OH2:116].[cH:33]1[cH:34][cH:35][c:36]([P:37]([Pd:38]([P:39]([c:40]2[cH:41][cH:42][cH:43][cH:44][cH:45]2)([c:46]2[cH:47][cH:48][cH:49][cH:50][cH:51]2)[c:52]2[cH:53][cH:54][cH:55][cH:56][cH:57]2)([P:58]([c:59]2[cH:60][cH:61][cH:62][cH:63][cH:64]2)([c:65]2[cH:66][cH:67][cH:68][cH:69][cH:70]2)[c:71]2[cH:72][cH:73][cH:74][cH:75][cH:76]2)[P:77]([c:78]2[cH:79][cH:80][cH:81][cH:82][cH:83]2)([c:84]2[cH:85][cH:86][cH:87][cH:88][cH:89]2)[c:90]2[cH:91][cH:92][cH:93][cH:94][cH:95]2)([c:96]2[cH:97][cH:98][cH:99][cH:100][cH:101]2)[c:102]2[cH:103][cH:104][cH:105][cH:106][cH:107]2)[cH:108][cH:109]1>>[CH3:1][c:2]1[cH:3][cH:4][c:5](-[c:22]2[cH:23][c:24]3[c:25]([cH:31][cH:32]2)[CH2:26][C:27]([CH3:29])([CH3:30])[O:28]3)[cH:6][cH:7]1. The reactants are Cl(=O)[O-].[Na+] (sodium chlorite), COC=1C(=C2C=CN(C2=C(C1)C)C(=O)OC(C)(C)C)C(C=O)(CC=C)C ((±)-tert-Butyl 5-methoxy-7-methyl-4-(2-methyl-1-oxopent-4-en-2-yl)-1H-indole-1-carboxylate), CC(C)=CC (2-methyl-2-butene), P(=O)(O)(O)[O-].[Na+] (sodium dihydrogen phosphate). The solvent is CCOC(=O)C (EtOAc), O (water), C(C)(C)(C)O (tert-butanol), O (water). Conditions: time 17 hour. The product is C(C)(C)(C)OC(=O)N1C=CC2=C(C(=CC(=C12)C)OC)C(C(=O)O)(CC=C)C ((±)-2-(1-(tert-Butoxycarbonyl)-5-methoxy-7-methyl-1H-indol-4-yl)-2-methylpent-4-enoic acid). RXN SMILES: [CH3:1][O:2][C:3]1[C:4]([C:20]([CH3:26])([CH2:23][CH:24]=[CH2:25])[CH:21]=[O:22])=[C:5]2[C:9](=[C:10]([CH3:12])[CH:11]=1)[N:8]([C:13]([O:15][C:16]([CH3:19])([CH3:18])[CH3:17])=[O:14])[CH:7]=[CH:6]2.CC(=CC)C.P([O-])(O)(O)=[O:33].[Na+].Cl([O-])=O.[Na+]>C(O)(C)(C)C.O.CCOC(C)=O>[C:16]([O:15][C:13]([N:8]1[C:9]2[C:5](=[C:4]([C:20]([CH3:26])([CH2:23][CH:24]=[CH2:25])[C:21]([OH:33])=[O:22])[C:3]([O:2][CH3:1])=[CH:11][C:10]=2[CH3:12])[CH:6]=[CH:7]1)=[O:14])([CH3:17])([CH3:18])[CH3:19] |f:2.3,4.5|. Procedure: To (±)-tert-butyl 5-methoxy-7-methyl-4-(2-methyl-1-oxopent-4-en-2-yl)-1H-indole-1-carboxylate (Example 156-C) (2 g, 5.60 mmol) in tert-butanol (37.3 mL) and water (18.65 mL) was added 2-methyl-2-butene (5.93 ml, 56.0 mmol), sodium dihydrogen phosphate (2.69 g, 22.38 mmol) and then sodium chlorite (2.53 g, 22.38 mmol). The reaction was allowed to stir at room temperature overnight for 17 hours. At this point the reaction was diluted with EtOAc and water. The layers were separated and the aqueous ...